Dataset: the Open Reaction Database (ORD), a public repository of structured organic reaction records. Task: describe an organic reaction: reactants, conditions, products, and yield Starting materials: CCOC(=O)CBr, Cc1ccccc1, CN(C)C=O, [H-], [Na+], COC1C(OC(=O)N2CCOCC2)CCC2(CO2)C1C1(C)OC1CCO. Yields the product CCOC(=O)COCCC1OC1(C)C1C(OC)C(OC(=O)N2CCOCC2)CCC12CO2. As a reaction SMILES: [Br:29][CH2:30][C:31](=[O:32])[O:33][CH2:34][CH3:35].[CH3:36][c:37]1[cH:38][cH:39][cH:40][cH:41][cH:42]1.[CH3:43][N:44]([CH3:45])[CH:46]=[O:47].[H-:27].[Na+:28].[OH:1][CH2:2][CH2:3][CH:4]1[C:5]([CH3:7])([CH:8]2[C:9]3([CH2:10][O:11]3)[CH2:12][CH2:13][CH:14]([O:18][C:19](=[O:20])[N:21]3[CH2:22][CH2:23][O:24][CH2:25][CH2:26]3)[CH:15]2[O:16][CH3:17])[O:6]1>>[O:1]([CH2:2][CH2:3][CH:4]1[C:5]([CH3:7])([CH:8]2[C:9]3([CH2:10][O:11]3)[CH2:12][CH2:13][CH:14]([O:18][C:19](=[O:20])[N:21]3[CH2:22][CH2:23][O:24][CH2:25][CH2:26]3)[CH:15]2[O:16][CH3:17])[O:6]1)[CH2:30][C:31](=[O:32])[O:33][CH2:34][CH3:35]. As a reaction SMILES: Br[C:2]1[CH:3]=[C:4]([C:13]#[N:14])[C:5]2[C:10]([CH:11]=1)=[CH:9][CH:8]=[C:7]([OH:12])[CH:6]=2.[CH3:15][O:16][C:17]1[CH:22]=[CH:21][C:20](B(O)O)=[CH:19][CH:18]=1>>[OH:12][C:7]1[CH:6]=[C:5]2[C:10]([CH:11]=[C:2]([C:20]3[CH:21]=[CH:22][C:17]([O:16][CH3:15])=[CH:18][CH:19]=3)[CH:3]=[C:4]2[C:13]#[N:14])=[CH:9][CH:8]=1. The product is OC1=CC=C2C=C(C=C(C2=C1)C#N)C1=CC=C(C=C1)OC (7-Hydroxy-3-(4-methoxyphenyl)-1-naphthonitrile), 0.19. Procedure details: The title compound was prepared by. reacting 3-bromo-7-hydroxy-1-naphthonitrile (0.249 g, 1.00 mmol) with 4-methoxyphenylboronic acid (0.21 g, 1.4 mmol) according to Method A to yield 0.19 (69%) of a light yellow solid: mp 226° C.; 1H NMR (DMSO-d6): δ 3.82 (3H, s), 7.07 (2H, d, J=8.82 Hz), 7.26 (1H, dd, J=2.32 Hz, J=8.90 Hz), 7.37 (1H, d, J=2.27 Hz), 7.80 (2H, d, J=8.80 Hz), 8.02 (1H, d, J=8.96 Hz), 8.37 (1H, d, J=1.85 Hz), 8.44 (1H, d, J=1.43 Hz), 10.48 (1H, bs); MS (ESI) m/z 274 (M−H)−. Yield: 69.0%. Reactants: BrC=1C=C(C2=CC(=CC=C2C1)O)C#N (3-bromo-7-hydroxy-1-naphthonitrile), COC1=CC=C(C=C1)B(O)O (4-methoxyphenylboronic acid). The product is COC(=O)CCCCCCCCCCCN=C=O. Reaction SMILES: [CH3:19][O:20][Si:21]([CH3:22])([CH3:23])[CH3:24].[Cl-:1].[Cl-:25].[N:2](=[C:3]=[O:4])[CH2:5][CH2:6][CH2:7][CH2:8][CH2:9][CH2:10][CH2:11][CH2:12][CH2:13][CH2:14][CH2:15][C:16](=[O:17])[OH:18]>>[N:2](=[C:3]=[O:4])[CH2:5][CH2:6][CH2:7][CH2:8][CH2:9][CH2:10][CH2:11][CH2:12][CH2:13][CH2:14][CH2:15][C:16]([O:17][CH3:19])=[O:18]. Starting materials: CO[Si](C)(C)C, [Cl-], [Cl-], O=C=NCCCCCCCCCCCC(=O)O. The reactants are ClCCl, Cc1nc(N2CCN(c3ccccc3)CC2)nc2c1ccc(=O)n2-c1ccc(C(=O)O)cc1, O=C(Cl)C(=O)Cl, CN(C)C=O. Product: Cc1nc(N2CCN(c3ccccc3)CC2)nc2c1ccc(=O)n2-c1ccc(C(=O)Cl)cc1. RXN SMILES: [CH2:45]([Cl:46])[Cl:47].[CH3:1][c:2]1[c:3]2[c:4]([n:5][c:6]([N:8]3[CH2:9][CH2:10][N:11]([c:14]4[cH:15][cH:16][cH:17][cH:18][cH:19]4)[CH2:12][CH2:13]3)[n:7]1)[n:20](-[c:25]1[cH:26][cH:27][c:28]([C:29](=[O:30])[OH:31])[cH:32][cH:33]1)[c:21](=[O:24])[cH:22][cH:23]2.[Cl:39][C:40]([C:41]([Cl:42])=[O:43])=[O:44].[O:34]=[CH:35][N:36]([CH3:37])[CH3:38]>>[CH3:1][c:2]1[c:3]2[c:4]([n:5][c:6]([N:8]3[CH2:9][CH2:10][N:11]([c:14]4[cH:15][cH:16][cH:17][cH:18][cH:19]4)[CH2:12][CH2:13]3)[n:7]1)[n:20](-[c:25]1[cH:26][cH:27][c:28]([C:29](=[O:30])[Cl:39])[cH:32][cH:33]1)[c:21](=[O:24])[cH:22][cH:23]2. Starting materials: CCc1cc(-c2noc(-c3cc(C)cc(CN(C)CC)c3)n2)cc(C)c1O, ClCC1CO1, CC(C)O, [Na+], [OH-]. Yields the product CCc1cc(-c2noc(-c3cc(C)cc(CN(C)CC)c3)n2)cc(C)c1OCC1CO1. RXN SMILES: [CH2:1]([CH3:2])[c:3]1[c:4]([OH:27])[c:5]([CH3:26])[cH:6][c:7](-[c:9]2[n:10][o:11][c:12](-[c:14]3[cH:15][c:16]([CH2:21][N:22]([CH3:23])[CH2:24][CH3:25])[cH:17][c:18]([CH3:20])[cH:19]3)[n:13]2)[cH:8]1.[CH:28]1([CH2:29][Cl:30])[CH2:31][O:32]1.[CH:33]([OH:34])([CH3:35])[CH3:36].[Na+:38].[OH-:37]>>[CH2:1]([CH3:2])[c:3]1[c:4]([O:27][CH2:29][CH:28]2[CH2:31][O:32]2)[c:5]([CH3:26])[cH:6][c:7](-[c:9]2[n:10][o:11][c:12](-[c:14]3[cH:15][c:16]([CH2:21][N:22]([CH3:23])[CH2:24][CH3:25])[cH:17][c:18]([CH3:20])[cH:19]3)[n:13]2)[cH:8]1.